From a dataset of the Open Reaction Database (ORD), a public repository of structured organic reaction records. describe an organic reaction: reactants, conditions, products, and yield Starting materials: NC=1C=C(C2=C(CCO2)C1)C(CCN(C)C)O (1-(5-amino-2,3-dihydrobenzofuran-7-yl)-3-dimethylaminopropan-1-ol), 10h. The solvent is FC(C(=O)O)(F)F (trifluoroacetic acid). Product: CN(CC=CC1=CC(=CC=2CCOC21)N)C (7-(3-Dimethylaminopropenyl)-2,3-dihydrobenzofuran-5-ylamine). The yield is 105.7%. As a reaction SMILES: [NH2:1][C:2]1[CH:3]=[C:4]([CH:11](O)[CH2:12][CH2:13][N:14]([CH3:16])[CH3:15])[C:5]2[O:9][CH2:8][CH2:7][C:6]=2[CH:10]=1>FC(F)(F)C(O)=O>[CH3:16][N:14]([CH3:15])[CH2:13][CH:12]=[CH:11][C:4]1[C:5]2[O:9][CH2:8][CH2:7][C:6]=2[CH:10]=[C:2]([NH2:1])[CH:3]=1. Procedure details: A solution of 1-(5-amino-2,3-dihydrobenzofuran-7-yl)-3-dimethylaminopropan-1-ol (D 16) (2.12 g) in trifluoroacetic acid (60 ml) was refluxed for 10h, cooled and the solvent evaporated under reduced pressure. The residue was partitioned between 10% Na2CO3 and ethyl acetate, the organic phase was dried (Na2SO4) and the solvent evaporated under reduced pressure, to give the title compound as an orange foam (2.07 g, quantitative). Reactants: C(C1=CC=CC=C1)N1[C@H](CN(CC1)CC1=CC=CC=C1)C=C ((S)-1,4-dibenzyl-2-vinyl-piperazine), C12CCCC(CCC1)B2 (9-borabicyclo[3.3.1]nonane), IC1=CC=C(C=C1)C(F)(F)F (1-iodo-4-trifluoromethyl-benzene), C1(=CC=CC=C1)P(C1=CC=CC=C1)C1=CC=CC=C1 (triphenylphosphine), tetrakis(triphenylphosphine)palladium(0 ), [OH-].[Na+] (NaOH). Run at time 24 hour. The product is C(C1=CC=CC=C1)N1[C@H](CN(CC1)CC1=CC=CC=C1)CCC1=CC=C(C=C1)C(F)(F)F ((S)-1,4-Dibenzyl-2-[2-(4-trifluoromethyl-phenyl)-ethyl]-piperazine). Yield: 37.1%. Reaction SMILES: [CH2:1]([N:8]1[CH2:13][CH2:12][N:11]([CH2:14][C:15]2[CH:20]=[CH:19][CH:18]=[CH:17][CH:16]=2)[CH2:10][C@@H:9]1[CH:21]=[CH2:22])[C:2]1[CH:7]=[CH:6][CH:5]=[CH:4][CH:3]=1.C12BC(CCC1)CCC2.I[C:33]1[CH:38]=[CH:37][C:36]([C:39]([F:42])([F:41])[F:40])=[CH:35][CH:34]=1.C1(P(C2C=CC=CC=2)C2C=CC=CC=2)C=CC=CC=1.[OH-].[Na+]>>[CH2:1]([N:8]1[CH2:13][CH2:12][N:11]([CH2:14][C:15]2[CH:20]=[CH:19][CH:18]=[CH:17][CH:16]=2)[CH2:10][C@@H:9]1[CH2:21][CH2:22][C:33]1[CH:38]=[CH:37][C:36]([C:39]([F:42])([F:41])[F:40])=[CH:35][CH:34]=1)[C:2]1[CH:3]=[CH:4][CH:5]=[CH:6][CH:7]=1 |f:4.5|. Reported procedure: Combine (S)-1,4-dibenzyl-2-vinyl-piperazine (6.0 g, 20.52 mmol) and 9-borabicyclo[3.3.1]nonane (164.1 ml, 82.07 mmol, 0.5 M in THF) and stir at ambient temperature. After 24 hrs, add 1-iodo-4-trifluoromethyl-benzene (8.37 g, 30.78 mmol), triphenylphosphine (861.0 mg, 3.28 mmol), tetrakis(triphenylphosphine)palladium(0 )(474.1 mg, 0.41 mmol), and 3N NaOH (16.8 ml) and stir at 60°. After 22 hrs, remove the THF under vacuum, stir the residue in 2N NaOH, and extract with diethyl ether. Wash the orga... The reactants are CC(C1=CC=CC=C1)(C)OC(=O)C12C(=CC3C2(CC2C(CCC2C1(C3)C=O)C)COC31OC2C(O3)OC(C2OCCC)C1O[Si](C)(C)C(C)(C)C)C(C)C (8a-[[[6-(propoxy)tetrahydro-7-t-butyldimethylsilyloxy-2,5-methanofuro[2,3-d]-1,3-dioxol-2-yl]oxy]methyl]-4-formyl-4,4a,5,6,7,7a,8,8a-octahydro-7-methyl-3-(1-methylethyl)-1,4-methano-s-indacene-3a(1H)-carboxylic acid dimethylphenylmethyl ester), [F-].C(CCC)[N+](CCCC)(CCCC)CCCC.O1CCCC1 (tetrabutylammonium fluoride tetrahydrofuran). Run at time 2 hour. Yields the product CC(C1=CC=CC=C1)(C)OC(=O)C12C(=CC3C2(CC2C(CCC2C1(C3)C=O)C)COC31OC2C(O3)OC(C2OCCC)C1O)C(C)C (8a-[[[6-(propoxy)tetrahydro-7-hydroxy-2,5-methanofuro[2,3-d]-1,3-dioxol-2-yl]oxy]methyl]-4-formyl-4,4a,5,6,7,7a,8,8a-octahydro-7-methyl-3-(1-methylethyl)-1,4-methano-s-indacene-3a(1H)-carboxylic acid dimethylphenylmethyl ester). The yield is 89.6%. As a reaction SMILES: [CH3:1][C:2]([O:10][C:11]([C:13]12[C:24]3([CH:26]=[O:27])[CH2:25][CH:16]([C:17]1([CH2:29][O:30][C:31]14[CH:43]([O:44][Si](C(C)(C)C)(C)C)[CH:37]5[CH:38]([O:39][CH2:40][CH2:41][CH3:42])[CH:33]([CH:34]([O:36]5)[O:35]1)[O:32]4)[CH2:18][CH:19]1[CH:23]3[CH2:22][CH2:21][CH:20]1[CH3:28])[CH:15]=[C:14]2[CH:52]([CH3:54])[CH3:53])=[O:12])([CH3:9])[C:3]1[CH:8]=[CH:7][CH:6]=[CH:5][CH:4]=1.[F-].C([N+](CCCC)(CCCC)CCCC)CCC.O1CCCC1>>[CH3:1][C:2]([O:10][C:11]([C:13]12[C:24]3([CH:26]=[O:27])[CH2:25][CH:16]([C:17]1([CH2:29][O:30][C:31]14[CH:43]([OH:44])[CH:37]5[CH:38]([O:39][CH2:40][CH2:41][CH3:42])[CH:33]([CH:34]([O:36]5)[O:35]1)[O:32]4)[CH2:18][CH:19]1[CH:23]3[CH2:22][CH2:21][CH:20]1[CH3:28])[CH:15]=[C:14]2[CH:52]([CH3:53])[CH3:54])=[O:12])([CH3:9])[C:3]1[CH:4]=[CH:5][CH:6]=[CH:7][CH:8]=1 |f:1.2.3|. Procedure details: 21 mg of compound (30) was mixed with 53.2 μl of 1M tetrabutylammonium fluoride-tetrahydrofuran solution, and the reaction was conducted at room temperature under stirring for 2 hours. The reaction solution was charged onto a silica gel column (Kieselgel 60, Merck, 1.0φ×30 cm) and eluted with n-hexane-ethyl acetate (2:1). The fraction containing the desired product was concentrated to dryness to give 16 mg of compound (31). The reactants are ClC1=NC=C(C=C1C(=O)N[C@@H](C)C1=CC=C(C(=O)OC)C=C1)Cl (Methyl 4-((1S)-1-{[(2,5-dichloropyridin-3-yl)carbonyl]amino}ethyl)benzoate), N1=CC=C(C=C1)C=1C=C(C=CC1)O (3-pyridin-4-ylphenol). Yields the product ClC=1C=C(C(=NC1)OC1=CC(=CC=C1)C1=CC=NC=C1)C(=O)N[C@@H](C)C1=CC=C(C(=O)OC)C=C1 (Methyl 4-[(1S)-1-({[5-chloro-2-(3-pyridin-4-ylphenoxy)pyridin-3-yl]carbonyl}amino)ethyl]benzoate). As a reaction SMILES: Cl[C:2]1[C:7]([C:8]([NH:10][C@H:11]([C:13]2[CH:22]=[CH:21][C:16]([C:17]([O:19][CH3:20])=[O:18])=[CH:15][CH:14]=2)[CH3:12])=[O:9])=[CH:6][C:5]([Cl:23])=[CH:4][N:3]=1.[N:24]1[CH:29]=[CH:28][C:27]([C:30]2[CH:31]=[C:32]([OH:36])[CH:33]=[CH:34][CH:35]=2)=[CH:26][CH:25]=1>>[Cl:23][C:5]1[CH:6]=[C:7]([C:8]([NH:10][C@H:11]([C:13]2[CH:22]=[CH:21][C:16]([C:17]([O:19][CH3:20])=[O:18])=[CH:15][CH:14]=2)[CH3:12])=[O:9])[C:2]([O:36][C:32]2[CH:33]=[CH:34][CH:35]=[C:30]([C:27]3[CH:28]=[CH:29][N:24]=[CH:25][CH:26]=3)[CH:31]=2)=[N:3][CH:4]=1. Procedure: The title compound was prepared according to the procedure described in step 2 of Example 45 from methyl 4-((1S)-1-{[(2,5-dichloropyridin-3-yl)carbonyl]amino}ethyl)benzoate (step 1 of Example 48) and 3-pyridin-4-ylphenol (J. Heterocycl. Chem. 1991, 28, 933): 1H-NMR (CDCl3) δ 8.69 (2H, dd, J=4.4, 1.6 Hz), 8.57 (1H, d, J=2.8 Hz), 8.15 (1H, d, J=2.6 Hz), 8.12 (1H, br.s), 8.00 (2H, dd, J=6.8, 1.9 Hz), 7.61–7.42 (7H, m), 7.27–7.22 (1H, m), 5.45–5.34 (1H, m), 3.89 (3H, s), 1.61 (3H, d, J=6.9 Hz); MS (... The reactants are Brc1cccnc1, CC(C)(C)OC(=O)N1CC2CNCC21. The product is CC(C)(C)OC(=O)N1CC2CN(c3cccnc3)CC21. Reaction SMILES: [Br:15][c:16]1[cH:17][n:18][cH:19][cH:20][cH:21]1.[CH:1]12[CH2:2][NH:3][CH2:4][CH:5]1[N:6]([C:8](=[O:9])[O:10][C:11]([CH3:12])([CH3:13])[CH3:14])[CH2:7]2>>[CH:1]12[CH2:2][N:3]([c:16]3[cH:17][n:18][cH:19][cH:20][cH:21]3)[CH2:4][CH:5]1[N:6]([C:8](=[O:9])[O:10][C:11]([CH3:12])([CH3:13])[CH3:14])[CH2:7]2. Starting materials: FC1=CC=C(C=C1)N1N=CC2=CC(=CC=C12)O[C@@H]([C@H](C)N)C1=CC=C(C=C1)C(F)(F)F ((1R,2S)-1-{[1-(4-fluorophenyl)-1H-indazol-5-yl]oxy}-1-[4-(trifluoromethyl)phenyl]propan-2-amine), C(CC)(=O)Cl (propanoyl chloride). Procedure: Prepared as described in Example 1 using (1R,2S)-1-{[1-(4-fluorophenyl)-1H-indazol-5-yl]oxy}-1-[4-(trifluoromethyl)phenyl]propan-2-amine (59a, 21 mg, 50 μmol) and propanoyl chloride (14 mg, 150 μmol). Yield 17 mg (72%). The product is FC1=CC=C(C=C1)N1N=CC2=CC(=CC=C12)O[C@@H]([C@H](C)NC(CC)=O)C1=CC=C(C=C1)C(F)(F)F (N-[(1R,2S)-1-[1-(4-fluorophenyl)indazol-5-yl]oxy-1-[4-(trifluoromethyl)phenyl]propan-2-yl]propanamide). As a reaction SMILES: [F:1][C:2]1[CH:7]=[CH:6][C:5]([N:8]2[C:16]3[C:11](=[CH:12][C:13]([O:17][C@H:18]([C:22]4[CH:27]=[CH:26][C:25]([C:28]([F:31])([F:30])[F:29])=[CH:24][CH:23]=4)[C@@H:19]([NH2:21])[CH3:20])=[CH:14][CH:15]=3)[CH:10]=[N:9]2)=[CH:4][CH:3]=1.[C:32](Cl)(=[O:35])[CH2:33][CH3:34]>>[F:1][C:2]1[CH:7]=[CH:6][C:5]([N:8]2[C:16]3[C:11](=[CH:12][C:13]([O:17][C@H:18]([C:22]4[CH:27]=[CH:26][C:25]([C:28]([F:29])([F:31])[F:30])=[CH:24][CH:23]=4)[C@@H:19]([NH:21][C:32](=[O:35])[CH2:33][CH3:34])[CH3:20])=[CH:14][CH:15]=3)[CH:10]=[N:9]2)=[CH:4][CH:3]=1.